This data is from the Open Reaction Database (ORD), a public repository of structured organic reaction records. The task is: describe an organic reaction: reactants, conditions, products, and yield Reactants: FC1=CC=C2N=CC(NC2=C1)=O (7-fluoro-2(1H)-quinoxalinone), C(C=C)I (allyl iodide), C([O-])([O-])=O.[K+].[K+] (potassium carbonate). Run in CN(C=O)C (dimethylformamide). Conditions: time 3 hour. The product is FC1=CC=C2N=CC(N(C2=C1)CC=C)=O (7-Fluoro-1-(2-propen-1-yl)-2(1H)-quinoxalinone). Reaction SMILES: [F:1][C:2]1[CH:11]=[C:10]2[C:5]([N:6]=[CH:7][C:8](=[O:12])[NH:9]2)=[CH:4][CH:3]=1.[CH2:13](I)[CH:14]=[CH2:15].C(=O)([O-])[O-].[K+].[K+]>CN(C)C=O>[F:1][C:2]1[CH:11]=[C:10]2[C:5]([N:6]=[CH:7][C:8](=[O:12])[N:9]2[CH2:15][CH:14]=[CH2:13])=[CH:4][CH:3]=1 |f:2.3.4|. Procedure details: A mixture of 7-fluoro-2(1H)-quinoxalinone (3.84 g, 23 mmol), allyl iodide (2.39 mL, 25.5 mmol) and potassium carbonate (9.56 g, 69.3 mmol) in dimethylformamide (60 mL) was stirred at room temp. for 3 h., then evaporated. The residue was dissolved in dichloromethane/water and the phases were separated. The aqueous phase was extracted (3×) with dichloromethane and the organic fractions were dried and evaporated. Reactants: COC=1C=C(C=C(C1OC)[N+](=O)[O-])C(O)C=1SC=CC1 (α-(3,4-dimethoxy-5-nitrophenyl)-2-thiophenemethanol). The reagents and catalysts are [O-2].[O-2].[Mn+4] (manganese dioxide). Run in CC(=O)C (acetone). The product is S1C(=CC=C1)C(=O)C1=CC(=C(C(=C1)[N+](=O)[O-])OC)OC (3,4-dimethoxy-5-nitrophenyl 2-thienyl ketone). RXN SMILES: [CH3:1][O:2][C:3]1[CH:4]=[C:5]([CH:14]([C:16]2[S:17][CH:18]=[CH:19][CH:20]=2)[OH:15])[CH:6]=[C:7]([N+:11]([O-:13])=[O:12])[C:8]=1[O:9][CH3:10]>CC(C)=O.[O-2].[O-2].[Mn+4]>[S:17]1[CH:18]=[CH:19][CH:20]=[C:16]1[C:14]([C:5]1[CH:6]=[C:7]([N+:11]([O-:13])=[O:12])[C:8]([O:9][CH3:10])=[C:3]([O:2][CH3:1])[CH:4]=1)=[O:15] |f:2.3.4|. Procedure: 9.9 g of α-(3,4-dimethoxy-5-nitrophenyl)-2-thiophenemethanol dissolved in 300 ml of acetone are treated with 90 g of manganese dioxide and heated under reflux for 4 hours. The manganese dioxide is removed by suction filtration and the filtrate is evaporated. There is obtained 3,4-dimethoxy-5-nitrophenyl 2-thienyl ketone of m.p. 102°-104° (from methylene chloride/hexane). The reactants are O=C([O-])[O-], CCOC(C)=O, CN(C)C=O, CCOC(=O)C=CC(F)(F)F, [K+], [K+], O=Cc1ccc(F)cc1O. Yields the product CCOC(=O)C1=Cc2ccc(F)cc2OC1C(F)(F)F. RXN SMILES: [C:22](=[O:23])([O-:24])[O-:25].[CH3:28][CH2:29][O:30][C:31](=[O:32])[CH3:33].[CH3:34][N:35]([CH3:36])[CH:37]=[O:38].[F:11][C:12]([CH:13]=[CH:14][C:15](=[O:16])[O:17][CH2:18][CH3:19])([F:20])[F:21].[K+:26].[K+:27].[OH:1][c:2]1[c:3]([CH:4]=[O:5])[cH:6][cH:7][c:8]([F:10])[cH:9]1>>[O:1]1[c:2]2[c:3]([cH:6][cH:7][c:8]([F:10])[cH:9]2)[CH:4]=[C:14]([C:15](=[O:16])[O:17][CH2:18][CH3:19])[CH:13]1[C:12]([F:11])([F:20])[F:21]. Reactants: BrB(Br)Br, COc1ccc(N2C(=O)C(C)(C)Oc3cc(NS(C)(=O)=O)ccc32)cc1, ClCCl, ClCCl, [Na+], O=C([O-])O. The product is CC1(C)Oc2cc(NS(C)(=O)=O)ccc2N(c2ccc(O)cc2)C1=O. Reaction SMILES: [B:30]([Br:31])([Br:32])[Br:33].[CH3:1][O:2][c:3]1[cH:4][cH:5][c:6]([N:9]2[C:10](=[O:26])[C:11]([CH3:24])([CH3:25])[O:12][c:13]3[c:14]2[cH:15][cH:16][c:17]([NH:19][S:20](=[O:21])(=[O:22])[CH3:23])[cH:18]3)[cH:7][cH:8]1.[Cl:27][CH2:28][Cl:29].[Cl:39][CH2:40][Cl:41].[Na+:34].[OH:35][C:36](=[O:37])[O-:38]>>[OH:2][c:3]1[cH:4][cH:5][c:6]([N:9]2[C:10](=[O:26])[C:11]([CH3:24])([CH3:25])[O:12][c:13]3[c:14]2[cH:15][cH:16][c:17]([NH:19][S:20](=[O:21])(=[O:22])[CH3:23])[cH:18]3)[cH:7][cH:8]1. Reactants: CN(c1ccccc1)c1ncccc1N, O=C(Cl)c1ccccc1F. Yields the product CN(c1ccccc1)c1ncccc1NC(=O)c1ccccc1F. RXN SMILES: [CH3:1][N:2]([c:3]1[n:4][cH:5][cH:6][cH:7][c:8]1[NH2:9])[c:10]1[cH:11][cH:12][cH:13][cH:14][cH:15]1.[F:16][c:17]1[c:18]([C:19](=[O:20])[Cl:21])[cH:22][cH:23][cH:24][cH:25]1>>[CH3:1][N:2]([c:3]1[n:4][cH:5][cH:6][cH:7][c:8]1[NH:9][C:19]([c:18]1[c:17]([F:16])[cH:25][cH:24][cH:23][cH:22]1)=[O:20])[c:10]1[cH:11][cH:12][cH:13][cH:14][cH:15]1.